This data is from the Open Reaction Database (ORD), a public repository of structured organic reaction records. The task is: describe an organic reaction: reactants, conditions, products, and yield Reactants: COCCOCCOC, Cc1nc(Cl)c([N+](=O)[O-])c(NCCOCCCc2cccnc2)c1C, [H-], [Na+], Oc1ccccc1. Reaction SMILES: [CH3:35][O:36][CH2:37][CH2:38][O:39][CH2:40][CH2:41][O:42][CH3:43].[Cl:10][c:11]1[n:12][c:13]([CH3:34])[c:14]([CH3:33])[c:15]([NH:20][CH2:21][CH2:22][O:23][CH2:24][CH2:25][CH2:26][c:27]2[cH:28][n:29][cH:30][cH:31][cH:32]2)[c:16]1[N+:17](=[O:18])[O-:19].[H-:1].[Na+:2].[OH:3][c:4]1[cH:5][cH:6][cH:7][cH:8][cH:9]1>>[O:3]([c:4]1[cH:5][cH:6][cH:7][cH:8][cH:9]1)[c:11]1[n:12][c:13]([CH3:34])[c:14]([CH3:33])[c:15]([NH:20][CH2:21][CH2:22][O:23][CH2:24][CH2:25][CH2:26][c:27]2[cH:28][n:29][cH:30][cH:31][cH:32]2)[c:16]1[N+:17](=[O:18])[O-:19]. Yields the product Cc1nc(Oc2ccccc2)c([N+](=O)[O-])c(NCCOCCCc2cccnc2)c1C. Reactants: BrC1=CC=C(C=C1)C(CO[Si](C)(C)C(C)(C)C)C ((2-(4-bromophenyl)propoxy)(tert-butyl)dimethylsilane), BrC1=CC=C(C=C1)CC(C)O (1-(4-bromophenyl)propan-2-ol). The product is BrC1=CC=C(C=C1)CC(C)O[Si](C)(C)C(C)(C)C ((1-(4-bromophenyl)propan-2-yloxy)(tert-butyl)dimethylsilane). Yield: 87.0%. Reaction SMILES: [Br:1][C:2]1[CH:7]=[CH:6][C:5]([CH:8](C)[CH2:9][O:10][Si:11]([C:14]([CH3:17])([CH3:16])[CH3:15])([CH3:13])[CH3:12])=[CH:4][CH:3]=1.Br[C:20]1C=CC(CC(O)C)=CC=1>>[Br:1][C:2]1[CH:3]=[CH:4][C:5]([CH2:8][CH:9]([O:10][Si:11]([C:14]([CH3:15])([CH3:16])[CH3:17])([CH3:12])[CH3:13])[CH3:20])=[CH:6][CH:7]=1. Reported procedure: According to the procedure for the preparation of 73C, 77A (4.90 g, 22.8 mmol) afforded 6.51 g (87%) of 77B as a colorless oil. MS (ESI) m/z 197.1 (M-OTBS)+. Solvent: C(C)OCC (diethyl ether). Yields the product C(C=C)C1(CCC(CC1)O)N (4-Allyl-4-amino-cyclohexanol). Procedure: The crude 1-allyl-4-(tert-butyl-dimethyl-silanyloxy)-cyclohexylamine (16, step a) was dissolved in 100 mL of diethyl ether. Then, 100 mL of 1N aqueous HCl were added dropwise and the resultant biphasic mixture was stirred for 30 min. The layers were separated, the aqueous layer was washed with diethyl ether and the pH adjusted to pH8 by the addition of solid sodium hydroxide. The suspension was then extracted with a 3:1 mixture of dichloromethane and 2-propanol and the combined organic extracts ... RXN SMILES: [CH2:1]([C:4]1([NH2:18])[CH2:9][CH2:8][CH:7]([O:10][Si](C(C)(C)C)(C)C)[CH2:6][CH2:5]1)[CH:2]=[CH2:3].Cl>C(OCC)C>[CH2:1]([C:4]1([NH2:18])[CH2:9][CH2:8][CH:7]([OH:10])[CH2:6][CH2:5]1)[CH:2]=[CH2:3]. Run at time 30 minute. The reactants are C(C=C)C1(CCC(CC1)O[Si](C)(C)C(C)(C)C)N (1-allyl-4-(tert-butyl-dimethyl-silanyloxy)-cyclohexylamine), Cl (HCl).